Dataset: the Open Reaction Database (ORD), a public repository of structured organic reaction records. Task: describe an organic reaction: reactants, conditions, products, and yield Reactants: C(C1=CC=CC=C1)OC1=CC=C(C(=O)O)C=C1 (4-benzyloxybenzoic acid), C(C(=O)Cl)(=O)Cl (oxalyl chloride), NC=1C=C(C(=O)NC2CC2)C=CC1C (3-amino-N-cyclopropyl-4-methylbenzamide), N1=CC=CC=C1 (pyridine). The reagents and catalysts are CN(C)C=O (DMF). Solvent: C(Cl)Cl (DCM), C(Cl)Cl (DCM), C(Cl)Cl (DCM). Run at time 2 hour. Product: C(C1=CC=CC=C1)OC1=CC=C(C(=O)NC=2C=C(C(=O)NC3CC3)C=CC2C)C=C1 (3-{[4-(benzyloxy)benzoyl]amino}-N-cyclopropyl-4-methylbenzamide). The yield is 86.8%. As a reaction SMILES: [CH2:1]([O:8][C:9]1[CH:17]=[CH:16][C:12]([C:13]([OH:15])=O)=[CH:11][CH:10]=1)[C:2]1[CH:7]=[CH:6][CH:5]=[CH:4][CH:3]=1.C(Cl)(=O)C(Cl)=O.[NH2:24][C:25]1[CH:26]=[C:27]([CH:34]=[CH:35][C:36]=1[CH3:37])[C:28]([NH:30][CH:31]1[CH2:33][CH2:32]1)=[O:29].N1C=CC=CC=1>C(Cl)Cl.CN(C=O)C>[CH2:1]([O:8][C:9]1[CH:10]=[CH:11][C:12]([C:13]([NH:24][C:25]2[CH:26]=[C:27]([CH:34]=[CH:35][C:36]=2[CH3:37])[C:28]([NH:30][CH:31]2[CH2:32][CH2:33]2)=[O:29])=[O:15])=[CH:16][CH:17]=1)[C:2]1[CH:3]=[CH:4][CH:5]=[CH:6][CH:7]=1. Procedure details: To a solution of 4-benzyloxybenzoic acid (11.0 g, 48 mmol) in DCM (100 mL) at 0° C. was added oxalyl chloride (8.4 mL, 96 mmol) followed by DMF (two drops). The resulting mixture was stirred at room temperature for 2 hours. The mixture was evaporated giving a white solid which was dissolved in DCM (50 mL). The resulting solution was added portionwise to a stirred solution of 3-amino-N-cyclopropyl-4-methylbenzamide (7.61 g, 40 mmol) and pyridine (7.76 mL, 96 mmol) in DCM (100 mL) at 0° C. The res...